Dataset: the Open Reaction Database (ORD), a public repository of structured organic reaction records. Task: describe an organic reaction: reactants, conditions, products, and yield The solvent is C(C)(=O)O (acetic acid). Isolated yield 76.0%. Yields the product IC=1C=C2C(C(NC2=CC1)=O)=NNC(C1=C(C=CC(=C1)[N+](=O)[O-])N)=O (N′-(5-Iodo-2-oxo-1,2-dihydro-3H-indol-3-ylidene)2-amino-5-nitro-benzohydrazide). Starting materials: IC=1C=C2C(C(NC2=CC1)=O)=O (5-iodo-1H-indole-2,3-dione), NC1=C(C(=O)NN)C=C(C=C1)[N+](=O)[O-] (2-amino-5-nitrobenzohydrazide). Procedure: Following the general method as outlined in Example 1, into a suspension of 5-iodo-1H-indole-2,3-dione in acetic acid was added 2-amino-5-nitrobenzohydrazide. After stirring at 100° C. the reaction mixture was cooled to rt and a yellow solid precipitated out. Filtration on a fritté, washing with AcOH, water and drying under vacuo at 60° C. overnight gave 69 mg of the title compound (76%) as a yellow powder in 98.8% purity by HPLC (Rt: 4.22, gradient of 8 min, MaxPlot detection between 230 and 40... RXN SMILES: [I:1][C:2]1[CH:3]=[C:4]2[C:8](=[CH:9][CH:10]=1)[NH:7][C:6](=[O:11])[C:5]2=O.[NH2:13][C:14]1[CH:23]=[CH:22][C:21]([N+:24]([O-:26])=[O:25])=[CH:20][C:15]=1[C:16]([NH:18][NH2:19])=[O:17]>C(O)(=O)C>[I:1][C:2]1[CH:3]=[C:4]2[C:8](=[CH:9][CH:10]=1)[NH:7][C:6](=[O:11])[C:5]2=[N:19][NH:18][C:16](=[O:17])[C:15]1[CH:20]=[C:21]([N+:24]([O-:26])=[O:25])[CH:22]=[CH:23][C:14]=1[NH2:13]. Conditions: temperature 100 celsius. Starting materials: CC=1C(=NOC1C(F)(F)F)C1=CC=C(S1)C(=O)O (5-(4-Methyl-5-trifluoromethyl-isoxazol-3-yl)-thiophene-2-carboxylic acid), C1(CC1)CN (cyclopropylmethylamine). Product: C1(CC1)CNC(=O)C=1SC(=CC1)C1=NOC(=C1C)C(F)(F)F (5-(4-Methyl-5-trifluoromethyl-isoxazol-3-yl)-thiophene-2-carboxylic acid cyclopropylmethyl-amide). The yield is 67.0%. RXN SMILES: [CH3:1][C:2]1[C:3]([C:11]2[S:15][C:14]([C:16]([OH:18])=O)=[CH:13][CH:12]=2)=[N:4][O:5][C:6]=1[C:7]([F:10])([F:9])[F:8].[CH:19]1([CH2:22][NH2:23])[CH2:21][CH2:20]1>>[CH:19]1([CH2:22][NH:23][C:16]([C:14]2[S:15][C:11]([C:3]3[C:2]([CH3:1])=[C:6]([C:7]([F:8])([F:9])[F:10])[O:5][N:4]=3)=[CH:12][CH:13]=2)=[O:18])[CH2:21][CH2:20]1. Procedure: Prepared from 5-(4-Methyl-5-trifluoromethyl-isoxazol-3-yl)-thiophene-2-carboxylic acid and cyclopropylmethylamine by the method described in Example 2 Method B. The reaction mixture was evaporated in vacuo, triturated and filtered with the aid of water, then washed with an aqueous 1 N hydrochloric acid solution followed by water. The crude solid was then triturated with a 25% EtOAc/hexanes solution (3×1 mL) and air dried to afford product as a colorless solid (110 mg, 67%). 1H NMR (CDCl3) 0.27-0... The product is CCC[C@@H](C(=O)OCC)N[C@@H](C)C(=O)N1[C@H]2CCCC[C@H]2C[C@H]1C(=O)O (Perindopril). Procedure: To a slurry of N-[1-(S)-ethoxycarbonyl-1-butyl]-(S)-alanine (1.5 g, 0.0069 moles, as obtained in Step-IV, Method-I and Step-II, Method-II) in n-hexane (10 ml) was purged dry hydrogen chloride gas at 25-30° C. under agitation. To this was added finely ground phosphorous pentachloride (1.8 g, 0.0086 moles) in four lots, each after an interval of 10 mns. After the complete addition the reaction mixture was agitated for 1.5 hrs. The solid precipitated was filtered, washed with hexane to give 1.88 g ... The reactants are C(C)OC(=O)[C@H](CCC)N[C@@H](C)C(=O)O (N-[1-(S)-ethoxycarbonyl-1-butyl]-(S)-alanine), Cl (hydrogen chloride), CCCCCC (n-hexane), 10, P(Cl)(Cl)(Cl)(Cl)Cl (phosphorous pentachloride). Reaction SMILES: [CH2:1]([O:3][C:4]([C@@H:6]([NH:10][C@H:11]([C:13]([OH:15])=O)[CH3:12])[CH2:7][CH2:8][CH3:9])=[O:5])[CH3:2].Cl.P(Cl)(Cl)(Cl)(Cl)Cl.[CH3:23][CH2:24][CH2:25][CH2:26][CH2:27][CH3:28]>>[CH3:9][CH2:8][CH2:7][C@H:6]([NH:10][C@H:11]([C:13]([N:10]1[C@H:6]([C:4]([OH:5])=[O:3])[CH2:7][C@H:24]2[C@@H:25]1[CH2:26][CH2:27][CH2:28][CH2:23]2)=[O:15])[CH3:12])[C:4]([O:3][CH2:1][CH3:2])=[O:5]. Reaction conditions: time 1.5 hour. The reactants are CC(C)OC(=O)/N=N/C(=O)OC(C)C (DIAD), [N+](=O)([O-])C=1C=NNC1 (4-nitro-1H-pyrazole), C1C(O1)CO (glycidol), C1(=CC=CC=C1)P(C1=CC=CC=C1)C1=CC=CC=C1 (triphenylphosphine). Solvent: petroleum ether, C(C)(=O)OCC (ethyl acetate), C1CCOC1 (THF), C(C)(=O)OCC (ethyl acetate), O (water). Product: [N+](=O)([O-])C=1C=NN(C1)CC1OC1 (4-nitro-1-(oxiran-2-ylmethyl)-1H-pyrazole). Yield: 47.7%. RXN SMILES: [N+:1]([C:4]1[CH:5]=[N:6][NH:7][CH:8]=1)([O-:3])=[O:2].[CH2:9]1[O:11][CH:10]1[CH2:12]O.C1(P(C2C=CC=CC=2)C2C=CC=CC=2)C=CC=CC=1.CC(OC(/N=N/C(OC(C)C)=O)=O)C>C1COCC1.C(OCC)(=O)C.O>[N+:1]([C:4]1[CH:5]=[N:6][N:7]([CH2:12][CH:10]2[CH2:9][O:11]2)[CH:8]=1)([O-:3])=[O:2]. Procedure details: To a stirred, cooled (0° C.) solution of 4-nitro-1H-pyrazole (1.0 g, 8.8 mmol), glycidol (0.58 mL, 8.8 mmol) and triphenylphosphine (2.14 g, 10.6 mmol) in THF (40 mL) was added DIAD (2.25 mL, 11.4 mmol). After 24 h the reaction mixture was diluted with ethyl acetate and water. The aqueous layer was extracted with ethyl acetate and the combined organic layers were washed (brine), dried (anhydrous MgSO4) and concentrated. Flash chromatography (Isolera, silica, 50 g, 0-90% ethyl acetate in petroleu...